Dataset: the Open Reaction Database (ORD), a public repository of structured organic reaction records. Task: describe an organic reaction: reactants, conditions, products, and yield Starting materials: CN(C(C)=O)CC1CN(CC1)CC1=CC=CC=C1 (N-Methyl-N-{[1-(benzyl)-3-pyrrolidinyl]methyl}acetamide), C(C)O (ethanol). Reagents/catalysts: [OH-].[OH-].[Pd+2] (palladium dihydroxide). Run in C(C)(=O)O (acetic acid). The product is C(C)(=O)O.CN(C(C)=O)CC1CNCC1 (N-Methyl-N-[(3-pyrrolidinyl)methyl]acetamide acetate). As a reaction SMILES: [CH3:1][N:2]([CH2:6][CH:7]1[CH2:11][CH2:10][N:9](CC2C=CC=CC=2)[CH2:8]1)[C:3](=[O:5])[CH3:4].C([OH:21])C>C(O)(=O)C.[OH-].[OH-].[Pd+2]>[C:3]([OH:5])(=[O:21])[CH3:4].[CH3:1][N:2]([CH2:6][CH:7]1[CH2:11][CH2:10][NH:9][CH2:8]1)[C:3](=[O:5])[CH3:4] |f:3.4.5,6.7|. Procedure details: 0.05 mole of the compound obtained in stage C in 130 cm3 of ethanol and 3 cm3 of acetic acid is hydrogenated in the presence of 1.3 g of palladium dihydroxide at 50° C. and at a pressure of 5 kilograms/cm2. The mixture is evaporated and then filtered. 12 g of the expected compound are obtained. Starting materials: C(C1=CC=CC=C1)OC(=O)N[C@H](CO)CNS(=O)(=O)C1=CC=C(C=C1)OC1=CC=CC=C1 ((S)-2-(benzyloxycarbonylamino)-3-(4-phenoxybenzene sulfonamido) propanol), C1=CC=C(C=C1)P(C2=CC=CC=C2)C3=CC=CC=C3 (PPh3), N=[N+]=[N-] (hydrazoic acid), CCOC(=O)/N=N/C(=O)OCC (DEAD). Run in C1(=CC=CC=C1)C (toluene). Reaction conditions: time 5 minute. Yields the product C(C1=CC=CC=C1)OC(=O)N[C@H](CN=[N+]=[N-])CNS(=O)(=O)C1=CC=C(C=C1)OC1=CC=CC=C1 ((R)-2-(benzyloxycarbonylamino)-3-(4-phenoxybenzenesulfon amido) propyl azide). As a reaction SMILES: [CH2:1]([O:8][C:9]([NH:11][C@@H:12]([CH2:15][NH:16][S:17]([C:20]1[CH:25]=[CH:24][C:23]([O:26][C:27]2[CH:32]=[CH:31][CH:30]=[CH:29][CH:28]=2)=[CH:22][CH:21]=1)(=[O:19])=[O:18])[CH2:13]O)=[O:10])[C:2]1[CH:7]=[CH:6][CH:5]=[CH:4][CH:3]=1.C1C=CC(P(C2C=CC=CC=2)C2C=CC=CC=2)=CC=1.[NH:52]=[N+:53]=[N-:54].CCOC(/N=N/C(OCC)=O)=O>C1(C)C=CC=CC=1>[CH2:1]([O:8][C:9]([NH:11][C@@H:12]([CH2:15][NH:16][S:17]([C:20]1[CH:21]=[CH:22][C:23]([O:26][C:27]2[CH:28]=[CH:29][CH:30]=[CH:31][CH:32]=2)=[CH:24][CH:25]=1)(=[O:19])=[O:18])[CH2:13][N:52]=[N+:53]=[N-:54])=[O:10])[C:2]1[CH:7]=[CH:6][CH:5]=[CH:4][CH:3]=1. Procedure details: To a solution of (S)-2-(benzyloxycarbonylamino)-3-(4-phenoxybenzene sulfonamido) propanol (0.45 g, 1.0 mmol) in toluene (10 mL) was added PPh3 (0.28 g, 1.1 mmol) and the mixture was stirred at RT for 5 min. After adding hydrazoic acid (1.25 M in toluene, 1.04 mL, 1.3 mmol), DEAD (0.17 mL, 1.1 mmol) was added dropwise. The reaction mixture was stirred at RT for 30 min, filtered and solvent was evaporated. The crude residue was chromatographed (silica gel, 30% EtOAc in n-hexane) to afford (R)-2-(b... As a reaction SMILES: [BrH:1].[CH3:16][CH:17]1[CH2:18][CH2:19][CH:20]([C:23](=[O:24])[OH:25])[CH2:21][CH2:22]1.[CH3:2][O:3][CH2:4][CH2:5][n:6]1[c:7](=[NH:15])[s:8][c:9]2[c:10]1[cH:11][cH:12][cH:13][cH:14]2>>[CH3:2][O:3][CH2:4][CH2:5][n:6]1[c:7](=[N:15][C:23]([CH:20]2[CH2:19][CH2:18][CH:17]([CH3:16])[CH2:22][CH2:21]2)=[O:24])[s:8][c:9]2[c:10]1[cH:11][cH:12][cH:13][cH:14]2. Product: COCCn1c(=NC(=O)C2CCC(C)CC2)sc2ccccc21. The reactants are Br, CC1CCC(C(=O)O)CC1, COCCn1c(=N)sc2ccccc21. Reactants: raw materials, C(C)(=O)OC1=CC=CC2=C1CCCC(N2CC(=O)OC)=O (Methyl (6-acetoxy-2-oxo-2,3,4,5-tetrahydro-1H-1-benzazepin-1-yl)acetate), resultant solution, [H-].[Al+3].[Li+].[H-].[H-].[H-] (Lithium aluminum hydride), O (water). The solvent is C1CCOC1 (THF). Reaction conditions: temperature 0 celsius. The product is OCCN1CCCCC2=C1C=CC=C2O (1-(2-hydroxyethyl)-6-hydroxy-2,3,4,5-tetrahydro-1H-1-benzazepine). Yield: 81.2%. RXN SMILES: C([O:4][C:5]1[C:10]2[CH2:11][CH2:12][CH2:13][C:14](=O)[N:15]([CH2:16][C:17](OC)=[O:18])[C:9]=2[CH:8]=[CH:7][CH:6]=1)(=O)C.[H-].[Al+3].[Li+].[H-].[H-].[H-].O>C1COCC1>[OH:18][CH2:17][CH2:16][N:15]1[C:9]2[CH:8]=[CH:7][CH:6]=[C:5]([OH:4])[C:10]=2[CH2:11][CH2:12][CH2:13][CH2:14]1 |f:1.2.3.4.5.6|. Reported procedure: Methyl (6-acetoxy-2-oxo-2,3,4,5-tetrahydro-1H-1-benzazepin-1-yl)acetate (1080 mg) was dissolved in THF (15 ml) under an argon atmosphere, and the resultant solution was stirred at 0° C. Lithium aluminum hydride (355 mg) was added to the solution, and the mixture was stirred at 0° C. After disappearance of the raw materials was confirmed, the reaction solution was added to water (100 ml), and then extracted with ethyl acetate. The resultant organic layer was washed with saturated brine, dried ove... Reported procedure: The procedure similar to that described in Example 1 was repeated, except that 300 mg (0.67 mmol) of Compound 22 was used in place of Compound 24 and allyl bromide was used in place of methyl iodide. As a result, 187.8 mg (yield: 58%) of Compound 53 was obtained as white crystals. RXN SMILES: [CH3:1][O:2][C:3]1[CH:4]=[C:5]2[C:10](=[CH:11][C:12]=1[O:13][CH3:14])[N:9]=[CH:8][N:7]=[C:6]2[N:15]1[CH2:20][CH2:19][CH:18]([N:21]2[C:30](=[O:31])[C:29]3[C:24](=[CH:25][CH:26]=[C:27]([CH3:32])[CH:28]=3)[NH:23][C:22]2=[O:33])[CH2:17][CH2:16]1.[CH2:34](Br)[CH:35]=[CH2:36]>>[CH3:1][O:2][C:3]1[CH:4]=[C:5]2[C:10](=[CH:11][C:12]=1[O:13][CH3:14])[N:9]=[CH:8][N:7]=[C:6]2[N:15]1[CH2:16][CH2:17][CH:18]([N:21]2[C:30](=[O:31])[C:29]3[C:24](=[CH:25][CH:26]=[C:27]([CH3:32])[CH:28]=3)[N:23]([CH2:36][CH:35]=[CH2:34])[C:22]2=[O:33])[CH2:19][CH2:20]1. The reactants are COC=1C=C2C(=NC=NC2=CC1OC)N1CCC(CC1)N1C(NC2=CC=C(C=C2C1=O)C)=O (3-[1-(6,7-dimethoxy-4-quinazolinyl)-4-piperidinyl]-1,2,3,4-tetrahydro-6-methyl-2,4-dioxoquinazoline), C(C=C)Br (allyl bromide). Yields the product COC=1C=C2C(=NC=NC2=CC1OC)N1CCC(CC1)N1C(N(C2=CC=C(C=C2C1=O)C)CC=C)=O (3-[1-(6,7-Dimethoxy-4-quinazolinyl)-4-piperidinyl]-1,2,3,4-tetrahydro-6-methyl-2,4-dioxo-1-(2-propenyl)-quinazoline). Isolated yield 58.0%. Starting materials: C1(CCCC1)C1=NOC(=C1[N+](=O)[O-])C(=O)N (3-Cyclopentyl-4-nitro-isoxazole-5-carboxamide), [Cl-].[NH4+] (ammonium chloride). Reagents/catalysts: [Zn] (zinc). Solvent: O (water). Run at temperature 0 celsius. The product is NC=1C(=NOC1C(=O)N)C1CCCC1 (4-Amino-3-cyclopentyl-isoxazole-5-carboxamide). The yield is 71.9%. Reaction SMILES: [CH:1]1([C:6]2[C:10]([N+:11]([O-])=O)=[C:9]([C:14]([NH2:16])=[O:15])[O:8][N:7]=2)[CH2:5][CH2:4][CH2:3][CH2:2]1.[Cl-].[NH4+]>O.[Zn]>[NH2:11][C:10]1[C:6]([CH:1]2[CH2:2][CH2:3][CH2:4][CH2:5]2)=[N:7][O:8][C:9]=1[C:14]([NH2:16])=[O:15] |f:1.2|. Reported procedure: 3.15 g (13.9 mmol) of 3-cyclopentyl-4-nitro-isoxazole-5-carboxamide (example V) and 17.51 g (327 mmol) of ammonium chloride are suspended in 70 ml of water and the suspension is cooled to 0° C. 8.5 g (118 mmol) of zinc powder are added in small portions while stirring vigorously. The reaction mixture is stirred at room temperature for 30 minutes. For the working up, filtration takes place through kieselguhr with the kieselguhr subsequently being washed with ethyl acetate, and the filtrate is eva...